From a dataset of the Open Reaction Database (ORD), a public repository of structured organic reaction records. describe an organic reaction: reactants, conditions, products, and yield As a reaction SMILES: [C:1]([N:5]1[C:10](=[O:11])[C:9]([Cl:12])=[C:8]([O:13][CH:14]([C:24]2[CH:29]=[CH:28][C:27]([C:30]([CH3:33])([CH3:32])[CH3:31])=[CH:26][CH:25]=2)[CH2:15][O:16][Si](C(C)(C)C)(C)C)[CH:7]=[N:6]1)([CH3:4])([CH3:3])[CH3:2].Cl>C(O)C.O>[C:1]([N:5]1[C:10](=[O:11])[C:9]([Cl:12])=[C:8]([O:13][CH:14]([C:24]2[CH:25]=[CH:26][C:27]([C:30]([CH3:33])([CH3:32])[CH3:31])=[CH:28][CH:29]=2)[CH2:15][OH:16])[CH:7]=[N:6]1)([CH3:4])([CH3:3])[CH3:2]. Conditions: time 1 hour. Solvent: O (water), C(C)O (ethanol). Yields the product C(C)(C)(C)N1N=CC(=C(C1=O)Cl)OC(CO)C1=CC=C(C=C1)C(C)(C)C (2-tert-butyl-4-chloro-5-(2-hydroxy-1-(4-tert-butylphenyl)-1-ethyl)oxy-3(2H)-pyridazinone). Procedure details: A 25 ml round bottom flask is charged 2-tert-butyl-4-chloro-5-(2-tert-butyldimethylsilyloxy-1-(4-tert-butylphenyl)-1-ethyl)oxy-3 (2H)-pyridazinone (0.5 g, 1.01 mmol) and to it is added 5 ml of 1% concd. HCl in ethanol. The solution is stirred for one hour after which it is poured in water and extracted with ethyl acetate. The ethyl acetate is removed using the rotary evaporator and subjected to flash chromatography using silica gel and ethyl acetate/hexanes mixture as the eluting medium. The reactants are C(C)(C)(C)N1N=CC(=C(C1=O)Cl)OC(CO[Si](C)(C)C(C)(C)C)C1=CC=C(C=C1)C(C)(C)C (2-tert-butyl-4-chloro-5-(2-tert-butyldimethylsilyloxy-1-(4-tert-butylphenyl)-1-ethyl)oxy-3 (2H)-pyridazinone), Cl (HCl). Starting materials: F[B-](F)(F)F, CS(=O)(=O)N(CC(=O)O)c1ccc(NC(=C2C(=O)Nc3ccccc32)c2ccccc2)cc1, CCN(C(C)C)C(C)C, CN(C)CCN, CN(C)C=O, On1nnc2ccccc21, CN(C)C(On1nnc2ccccc21)=[N+](C)C. The product is CN(C)CCNC(=O)CN(c1ccc(NC(=C2C(=O)Nc3ccccc32)c2ccccc2)cc1)S(C)(=O)=O. RXN SMILES: [B-:50]([F:51])([F:52])([F:53])[F:54].[C:1](=[O:2])([OH:3])[CH2:4][N:5]([S:6](=[O:7])(=[O:8])[CH3:9])[c:10]1[cH:11][cH:12][c:13]([NH:16][C:17]([c:18]2[cH:19][cH:20][cH:21][cH:22][cH:23]2)=[C:24]2[C:25](=[O:33])[NH:26][c:27]3[cH:28][cH:29][cH:30][cH:31][c:32]32)[cH:14][cH:15]1.[CH2:72]([N:73]([CH:74]([CH3:75])[CH3:76])[CH:77]([CH3:78])[CH3:79])[CH3:80].[CH3:34][N:35]([CH2:36][CH2:37][NH2:38])[CH3:39].[O:81]=[CH:82][N:83]([CH3:84])[CH3:85].[OH:40][n:41]1[c:42]2[c:43]([cH:44][cH:45][cH:46][cH:47]2)[n:48][n:49]1.[n:55]1([O:56][C:57]([N:58]([CH3:59])[CH3:60])=[N+:61]([CH3:62])[CH3:63])[c:64]2[cH:65][cH:66][cH:67][cH:68][c:69]2[n:70][n:71]1>>[C:1](=[O:3])([CH2:4][N:5]([S:6](=[O:7])(=[O:8])[CH3:9])[c:10]1[cH:11][cH:12][c:13]([NH:16][C:17]([c:18]2[cH:19][cH:20][cH:21][cH:22][cH:23]2)=[C:24]2[C:25](=[O:33])[NH:26][c:27]3[cH:28][cH:29][cH:30][cH:31][c:32]32)[cH:14][cH:15]1)[NH:38][CH2:37][CH2:36][N:35]([CH3:34])[CH3:39]. The reactants are C(C)OC1=C(C=O)C=CC(=C1)C(F)(F)F (2-Ethoxy-4-trifluoromethyl-benzaldehyde), C1(=CC=CC=C1)P(C1=CC=CC=C1)(C1=CC=CC=C1)=CC(=O)OC (methyl (triphenylphosphoranylidene)acetate). The product is COC(C=CC1=C(C=C(C=C1)C(F)(F)F)OCC)=O (3-(2-ethoxy-4-trifluoromethyl-phenyl)-acrylic acid methyl ester). Yield: 52.0%. RXN SMILES: [CH2:1]([O:3][C:4]1[CH:11]=[C:10]([C:12]([F:15])([F:14])[F:13])[CH:9]=[CH:8][C:5]=1[CH:6]=O)[CH3:2].C1(P(=[CH:35][C:36]([O:38][CH3:39])=[O:37])(C2C=CC=CC=2)C2C=CC=CC=2)C=CC=CC=1>>[CH3:39][O:38][C:36](=[O:37])[CH:35]=[CH:6][C:5]1[CH:8]=[CH:9][C:10]([C:12]([F:15])([F:14])[F:13])=[CH:11][C:4]=1[O:3][CH2:1][CH3:2]. Procedure: 2-Ethoxy-4-trifluoromethyl-benzaldehyde (729 mg, 3.34 mmol) was reacted with methyl (triphenylphosphoranylidene)acetate (1.45 g, 4.34 mmol) at 110° C. overnight as described above to yield title compound (476.5 mg, 52%). Starting materials: CC1=CC=2C(=NC=C(N2)N)N1COCC[Si](C)(C)C (6-Methyl-5-(2-trimethylsilanyl-ethoxymethyl)-5H-pyrrolo[2,3-b]pyrazin-2-ylamine), C1(CCCCC1)N=C=O (Cyclohexylisocyanate). Solvent: ClCCCl (1,2-dichloroethane). The product is C1(CCCCC1)NC(=O)NC=1N=C2C(=NC1)N(C(=C2)C)COCC[Si](C)(C)C (1-cyclohexyl-3-[6-methyl-5-(2-trimethylsilanyl-ethoxymethyl)-5H-pyrrolo[2,3-b]pyrazin-2-yl]-urea). Yield: 95.3%. RXN SMILES: [CH3:1][C:2]1[N:11]([CH2:12][O:13][CH2:14][CH2:15][Si:16]([CH3:19])([CH3:18])[CH3:17])[C:5]2=[N:6][CH:7]=[C:8]([NH2:10])[N:9]=[C:4]2[CH:3]=1.[CH:20]1([N:26]=[C:27]=[O:28])[CH2:25][CH2:24][CH2:23][CH2:22][CH2:21]1>ClCCCl>[CH:20]1([NH:26][C:27]([NH:10][C:8]2[N:9]=[C:4]3[CH:3]=[C:2]([CH3:1])[N:11]([CH2:12][O:13][CH2:14][CH2:15][Si:16]([CH3:18])([CH3:17])[CH3:19])[C:5]3=[N:6][CH:7]=2)=[O:28])[CH2:25][CH2:24][CH2:23][CH2:22][CH2:21]1. Reported procedure: 6-Methyl-5-(2-trimethylsilanyl-ethoxymethyl)-5H-pyrrolo[2,3-b]pyrazin-2-ylamine (58 mg, 0.208 mmol) was dissolved in 1,2-dichloroethane (2.1 mL). Cyclohexylisocyanate (0.54 mL, 4.16 mmol) was added and the reaction mixture was heated to reflux overnight, cooled to RT, concentrated, purified by SiO2 chromatography (12 g SiO2, hexanes/EtOAc 0-50% EtOAc) to give 80 mg of 1-cyclohexyl-3-[6-methyl-5-(2-trimethylsilanyl-ethoxymethyl)-5H-pyrrolo[2,3-b]pyrazin-2-yl]-urea as a yellow solid (95% yield). Reactants: CCN(C(C)C)C(C)C, FC(F)(F)c1nnc2ccc(Cl)nn12, CN(C)C=O, Oc1ccc(N2CCNCC2)cc1. Product: Oc1ccc(N2CCN(c3ccc4nnc(C(F)(F)F)n4n3)CC2)cc1. Reaction SMILES: [CH:1]([N:2]([CH2:3][CH3:4])[CH:5]([CH3:6])[CH3:7])([CH3:8])[CH3:9].[Cl:10][c:11]1[cH:12][cH:13][c:14]2[n:15]([n:16]1)[c:17]([C:20]([F:21])([F:22])[F:23])[n:18][n:19]2.[O:37]=[CH:38][N:39]([CH3:40])[CH3:41].[OH:24][c:25]1[cH:26][cH:27][c:28]([N:31]2[CH2:32][CH2:33][NH:34][CH2:35][CH2:36]2)[cH:29][cH:30]1>>[c:11]1([N:34]2[CH2:33][CH2:32][N:31]([c:28]3[cH:27][cH:26][c:25]([OH:24])[cH:30][cH:29]3)[CH2:36][CH2:35]2)[cH:12][cH:13][c:14]2[n:15]([n:16]1)[c:17]([C:20]([F:21])([F:22])[F:23])[n:18][n:19]2.